This data is from the Open Reaction Database (ORD), a public repository of structured organic reaction records. The task is: describe an organic reaction: reactants, conditions, products, and yield Starting materials: [Si](C)(C)(C(C)(C)C)O[C@H](C)[C@H]1C(N[C@@H]1CC(C=COC)=O)=O ((3S ,4R) 3-((1R)-1-(tert-butyldimethylsilyloxy)ethyl)-4-(4-methoxy-2-oxobut-3-en-1-yl)azetidin-2-one), OC(C(=O)OCC1=CC=C(C=C1)OC)O (4-methoxybenzyl dihydroxyacetate). Reagents/catalysts: C(C)N(CC)CC (triethylamine). Solvent: C1=CC=CC=C1 (benzene). Product: [Si](C)(C)(C(C)(C)C)O[C@H](C)[C@H]1C(N([C@@H]1CC(C=COC)=O)C(C(=O)OCC1=CC=C(C=C1)OC)O)=O (4-methoxybenzyl 2-[(3S,4R)-3-[(1R)-1-(tert-butyldimethylsilyloxy)-ethyl]-4-[4-methoxy-2-oxobut-3-en-1-yl]-2-azetidinone-1-yl]-2-hydroxy-acetate). Yield: 92.3%. As a reaction SMILES: [Si:1]([O:8][C@@H:9]([C@@H:11]1[C@@H:14]([CH2:15][C:16](=[O:21])[CH:17]=[CH:18][O:19][CH3:20])[NH:13][C:12]1=[O:22])[CH3:10])([C:4]([CH3:7])([CH3:6])[CH3:5])([CH3:3])[CH3:2].[OH:23][CH:24](O)[C:25]([O:27][CH2:28][C:29]1[CH:34]=[CH:33][C:32]([O:35][CH3:36])=[CH:31][CH:30]=1)=[O:26]>C(N(CC)CC)C.C1C=CC=CC=1>[Si:1]([O:8][C@@H:9]([C@@H:11]1[C@@H:14]([CH2:15][C:16](=[O:21])[CH:17]=[CH:18][O:19][CH3:20])[N:13]([CH:24]([OH:23])[C:25]([O:27][CH2:28][C:29]2[CH:34]=[CH:33][C:32]([O:35][CH3:36])=[CH:31][CH:30]=2)=[O:26])[C:12]1=[O:22])[CH3:10])([C:4]([CH3:6])([CH3:7])[CH3:5])([CH3:3])[CH3:2]. Procedure details: A mixture of (3S ,4R) 3-((1R)-1-(tert-butyldimethylsilyloxy)ethyl)-4-(4-methoxy-2-oxobut-3-en-1-yl)azetidin-2-one (100 mg, 0.3 mM), 4-methoxybenzyl dihydroxyacetate (72 mg, 0.33 mM) and 2 drops of triethylamine in benzene (5 ml) was heated at reflux for 1 hour. The solvent was evaporated and the product purified by subjecting to chromatography on silica, eluting with ether to give 4-methoxybenzyl 2-[(3S,4R)-3-[(1R)-1-(tert-butyldimethylsilyloxy)-ethyl]-4-[4-methoxy-2-oxobut-3-en-1-yl]-2-azetidin...